This data is from the Open Reaction Database (ORD), a public repository of structured organic reaction records. The task is: describe an organic reaction: reactants, conditions, products, and yield The reactants are ClCCCl, COC(=O)C(N)CCSC, Cl, CN(C)C=O, O=C(O)c1ccc(O)cc1-c1ccc(F)cc1, On1nnc2ccccc21. Yields the product COC(=O)C(CCSC)NC(=O)c1ccc(O)cc1-c1ccc(F)cc1. As a reaction SMILES: [CH2:29]([Cl:30])[CH2:31][Cl:32].[CH3:19][O:20][C:21]([CH:22]([NH2:23])[CH2:24][CH2:25][S:26][CH3:27])=[O:28].[ClH:18].[O:43]=[CH:44][N:45]([CH3:46])[CH3:47].[OH:1][c:2]1[cH:3][c:4](-[c:11]2[cH:12][cH:13][c:14]([F:17])[cH:15][cH:16]2)[c:5]([C:6](=[O:7])[OH:8])[cH:9][cH:10]1.[OH:33][n:34]1[c:35]2[c:36]([cH:37][cH:38][cH:39][cH:40]2)[n:41][n:42]1>>[OH:1][c:2]1[cH:3][c:4](-[c:11]2[cH:12][cH:13][c:14]([F:17])[cH:15][cH:16]2)[c:5]([C:6](=[O:8])[NH:23][CH:22]([C:21]([O:20][CH3:19])=[O:28])[CH2:24][CH2:25][S:26][CH3:27])[cH:9][cH:10]1.